From a dataset of the Open Reaction Database (ORD), a public repository of structured organic reaction records. describe an organic reaction: reactants, conditions, products, and yield Reactants: N1(C(OC(C)(C)C)=O)C[C@@H](CCC1)O, c1ccc(c(c1)OCC)I. The reagents and catalysts are c1ccc(cc1)-c2c3ccccc3cc4ccccc24 (9-Phenylanthracene), CCC(C)(C)[O-].[K+]Â Â  (KOPnt), c12c3c(ccc1cccn2)cccn3.[Cu+2].[N+](=O)([O-])[O-].[N+](=O)([O-])[O-] (Phen(NO2)2Cu), [Cu]I (CuI). The solvent is C1COCCO1 (Dioxane). Reaction conditions: temperature 100 celsius, time 18 hour. Yields the product CCOc1ccccc1O[C@@H]2CCCN(C2)C(=O)OC(C)(C)C. RXN SMILES: [CH3:1][CH2:2][O:3][c:4]1[c:9](I)[cH:8][cH:7][cH:6][cH:5]1.[CH3:10][C:11]([O:14][C:15]([N:17]1[CH2:23][C@H:21]([OH:22])[CH2:20][CH2:19][CH2:18]1)=[O:16])([CH3:13])[CH3:12]>>[CH3:1][CH2:2][O:3][c:4]1[c:9]([O:22][C@H:21]2[CH2:23][N:17]([C:15]([O:14][C:11]([CH3:13])([CH3:12])[CH3:10])=[O:16])[CH2:18][CH2:19][CH2:20]2)[cH:8][cH:7][cH:6][cH:5]1. Starting materials: [N+](=O)([O-])C=1N(C=CN1)CC#C (2-Nitro-1-(prop-2-ynyl)-1H-imidazole), N(=[N+]=[N-])C(CO)CF (2-Azido-3-fluoropropan-1-ol). Run at temperature 60 celsius. Yields the product FCC(CO)N1N=NC(=C1)CN1C(=NC=C1)[N+](=O)[O-] (3-Fluoro-2-(4-((2-nitro-1H-imidazol-1-yl)methyl)-1H-1,2,3-triazol-1-yl)propan-1-ol). RXN SMILES: [N+:1]([C:4]1[N:5]([CH2:9][C:10]#[CH:11])[CH:6]=[CH:7][N:8]=1)([O-:3])=[O:2].[N:12]([CH:15]([CH2:18][F:19])[CH2:16][OH:17])=[N+:13]=[N-:14]>>[F:19][CH2:18][CH:15]([N:12]1[CH:11]=[C:10]([CH2:9][N:5]2[CH:6]=[CH:7][N:8]=[C:4]2[N+:1]([O-:3])=[O:2])[N:14]=[N:13]1)[CH2:16][OH:17]. Reported procedure: To a vial is added alkyne 10 (1.9 g, 12.6 mmol) and 29 (1.5 g, 12.6 mmol). The solution is heated at 60° C. overnight. The material is then purified on a silica gel column using 10% MeOH:CH2Cl2 as the eluent. The material is then further purified via recrystallization using EtOAc:Hex to afford 1 as a solid. Run at temperature 60 celsius. Reaction SMILES: [N:1]1[C:5]2[CH:6]=[CH:7][N:8]=[CH:9][C:4]=2[NH:3][CH:2]=1.CC(C)([O-])C.[K+].F[C:17]1[C:26]2[C:21](=[CH:22][CH:23]=[CH:24][CH:25]=2)[C:20]([N+:27]([O-:29])=[O:28])=[CH:19][CH:18]=1>CS(C)=O>[N+:27]([C:20]1[C:21]2[C:26](=[CH:25][CH:24]=[CH:23][CH:22]=2)[C:17]([N:1]2[C:5]3[CH:6]=[CH:7][N:8]=[CH:9][C:4]=3[N:3]=[CH:2]2)=[CH:18][CH:19]=1)([O-:29])=[O:28] |f:1.2|. Reported procedure: 5-Aza-benzimidazole (312 mg, 2.62 mmol, 1 equiv.) in 5 mL anhydrous DMSO was treated with potassium tert-butoxide (294 mg, 2.62 mmol, 1.0 equiv.) at room temperature. When the mixture was completely homogeneous, 4-fluoro-1-nitro-naphthalene (500 mg, 2.62 mmol, 1 equiv.) was added in one portion and the mixture was heated to 60° C. for 0.5 h. The reaction was allowed to cool, then quenched with dilute aqueous NaHCO3 solution. The product was extracted with a mixture of EtOAc, THF and acetone. The... Solvent: CS(=O)C (DMSO). The reactants are N1=CNC2=C1C=CN=C2 (5-Aza-benzimidazole), CC(C)([O-])C.[K+] (potassium tert-butoxide), FC1=CC=C(C2=CC=CC=C12)[N+](=O)[O-] (4-fluoro-1-nitro-naphthalene). The product is [N+](=O)([O-])C1=CC=C(C2=CC=CC=C12)N1C=NC=2C=NC=CC21 (1-(4-nitro-naphthalen-1-yl)-1H-imidazo[4,5-c]pyridine). The reactants are N1(C)C(=O)N(C)C=2N=CNC2C1=O (Theophylline), ClC1=C(C=CC=C1)B(O)O (2-chlorophenyl boronic acid), N1=CC=CC=C1 (pyridine). Reagents/catalysts: C(C)(=O)[O-].[Cu+2].C(C)(=O)[O-] (copper (II) acetate). Run in CN(C=O)C (N,N-dimethylformamide), C(C)(=O)OCC (ethyl acetate). Conditions: time 8 hour. Yields the product ClC1=C(C=CC=C1)N1C=NC=2N(C(N(C(C12)=O)C)=O)C (7-(2-Chlorophenyl)-1,3-dimethyl-3,7-dihydropurine-2,6-dione). The yield is 17.9%. RXN SMILES: [N:1]1([C:12](=[O:13])[C:11]2[NH:10][CH:9]=[N:8][C:7]=2[N:5]([CH3:6])[C:3]1=[O:4])[CH3:2].[Cl:14][C:15]1[CH:20]=[CH:19][CH:18]=[CH:17][C:16]=1B(O)O.N1C=CC=CC=1>CN(C)C=O.C(OCC)(=O)C.C([O-])(=O)C.[Cu+2].C([O-])(=O)C>[Cl:14][C:15]1[CH:20]=[CH:19][CH:18]=[CH:17][C:16]=1[N:10]1[C:11]2[C:12](=[O:13])[N:1]([CH3:2])[C:3](=[O:4])[N:5]([CH3:6])[C:7]=2[N:8]=[CH:9]1 |f:5.6.7|. Procedure: Theophylline (510 mg), 2-chlorophenyl boronic acid (1 g), and copper (II) acetate (220 mg) were suspended in N,N-dimethylformamide (10 ml), and pyridine (1 ml) was added thereto. The reaction mixture was stirred at room temperature overnight, diluted with ethyl acetate, and washed with 30% aqueous ammonia. The organic layer was dried over anhydrous magnesium sulfate, filtered, and the filtrate was concentrated under reduced pressure. The residue was triturated with ether to give 147 mg of the ti... Reactants: FC1=NC(=CC=C1)F (2,6-difluoropyridine), C1(=CC=CC=C1)S (thiophenol), [OH-].[Na+] (NaOH), O (water). Reagents/catalysts: [Br-].C(CCC)[N+](CCCC)(CCCC)CCCC (tetrabutylammonium bromide). Run in C1(=CC=CC=C1)C (toluene). The product is FC1=NC(=CC=C1)S(=O)(=O)C1=CC=CC=C1 (2-Fluoro-6-phenylsulfonylpyridine). As a reaction SMILES: F[C:2]1[CH:7]=[CH:6][CH:5]=[C:4]([F:8])[N:3]=1.[C:9]1([SH:15])[CH:14]=[CH:13][CH:12]=[CH:11][CH:10]=1.[OH-:16].[Na+].[OH2:18]>[Br-].C([N+](CCCC)(CCCC)CCCC)CCC.C1(C)C=CC=CC=1>[F:8][C:4]1[CH:5]=[CH:6][CH:7]=[C:2]([S:15]([C:9]2[CH:14]=[CH:13][CH:12]=[CH:11][CH:10]=2)(=[O:18])=[O:16])[N:3]=1 |f:2.3,5.6|. Reported procedure: A mixture of 0.4 mol of 2,6-difluoropyridine, 0.6 mol of thiophenol, 0.6 mol of NaOH, 450 ml of water, 180 ml of toluene and 3.5 g of tetrabutylammonium bromide is refluxed for hours. Reactants: Cl.N(N)C1=C(C(=O)O)C=CC=C1 (2-hydrazino-benzoic acid mono hydrochloric acid salt), C(C1=CC=CC=C1)=O (benzaldehyde). Run in O (water), C(C)O (ethanol), C(C)O (ethanol). Run at time 3 hour. The product is C(C1=CC=CC=C1)=NNC1=C(C(=O)O)C=CC=C1 (2-(N′-benzylidene-hydrazino)-benzoic acid). The yield is 69.0%. As a reaction SMILES: Cl.[NH:2]([C:4]1[CH:12]=[CH:11][CH:10]=[CH:9][C:5]=1[C:6]([OH:8])=[O:7])[NH2:3].[CH:13](=O)[C:14]1[CH:19]=[CH:18][CH:17]=[CH:16][CH:15]=1>O.C(O)C>[CH:13](=[N:3][NH:2][C:4]1[CH:12]=[CH:11][CH:10]=[CH:9][C:5]=1[C:6]([OH:8])=[O:7])[C:14]1[CH:19]=[CH:18][CH:17]=[CH:16][CH:15]=1 |f:0.1|. Procedure details: To a solution of 2-hydrazino-benzoic acid mono hydrochloric acid salt (13.66 g, 72.42 mmol) dissolved in water (580 mL) and ethanol (125 mL) was added a solution of benzaldehyde (7.35 mL, 72.42 mmol) in ethanol (20 mL) dropwise at room temperature. The reaction mixture was stirred at room temperature for an additional 3 hours. The resulting solid was collected by filtration and dried in a vacuum oven to provide 12.0 g (69%) of 2-(N′-benzylidene-hydrazino)-benzoic acid as a yellow solid. Reactants: CCC(Oc1cc2cc(C(C)O)sc2c(Cl)c1Cl)C(=O)[O-], CCO, [Na+], [OH-]. The product is CC(O)c1cc2cc(OCC(=O)O)c(Cl)c(Cl)c2s1. As a reaction SMILES: [CH2:1]([CH3:2])[CH:3]([C:4](=[O:5])[O-:6])[O:7][c:8]1[cH:9][c:10]2[c:11]([s:12][c:13]([CH:15]([CH3:16])[OH:17])[cH:14]2)[c:18]([Cl:21])[c:19]1[Cl:20].[CH3:24][CH2:25][OH:26].[Na+:23].[OH-:22]>>[CH2:3]([C:4](=[O:5])[OH:6])[O:7][c:8]1[cH:9][c:10]2[c:11]([s:12][c:13]([CH:15]([CH3:16])[OH:17])[cH:14]2)[c:18]([Cl:21])[c:19]1[Cl:20].